From a dataset of the Open Reaction Database (ORD), a public repository of structured organic reaction records. describe an organic reaction: reactants, conditions, products, and yield Starting materials: BrCC1=NC2=CC(=C(C=C2C(=C1C(CCCC)=O)C1=CC(=C(C=C1)OC)OC)OC)OC (2-bromomethyl-4-(3,4-dimethoxyphenyl)-6,7-dimethoxy-3-valerylquinoline), N1C=NC=C1 (imidazole). Yields the product COC=1C=C(C=CC1OC)C1=C(C(=NC2=CC(=C(C=C12)OC)OC)CC=1NC=CN1)C(CCCC)=O (4-(3,4-dimethoxyphenyl)-2-(1-imidazolylmethyl)-6,7-dimethoxy-3-valerylquinoline). As a reaction SMILES: Br[CH2:2][C:3]1[C:12]([C:13](=[O:18])[CH2:14][CH2:15][CH2:16][CH3:17])=[C:11]([C:19]2[CH:24]=[CH:23][C:22]([O:25][CH3:26])=[C:21]([O:27][CH3:28])[CH:20]=2)[C:10]2[C:5](=[CH:6][C:7]([O:31][CH3:32])=[C:8]([O:29][CH3:30])[CH:9]=2)[N:4]=1.[NH:33]1[CH:37]=[CH:36][N:35]=[CH:34]1>>[CH3:28][O:27][C:21]1[CH:20]=[C:19]([C:11]2[C:10]3[C:5](=[CH:6][C:7]([O:31][CH3:32])=[C:8]([O:29][CH3:30])[CH:9]=3)[N:4]=[C:3]([CH2:2][C:34]3[NH:33][CH:37]=[CH:36][N:35]=3)[C:12]=2[C:13](=[O:18])[CH2:14][CH2:15][CH2:16][CH3:17])[CH:24]=[CH:23][C:22]=1[O:25][CH3:26]. Procedure: According to the same manner as that described in Example 3, 2-bromomethyl-4-(3,4-dimethoxyphenyl)-6,7-dimethoxy-3-valerylquinoline was reacted with imidazole to give 4-(3,4-dimethoxyphenyl)-2-(1-imidazolylmethyl)-6,7-dimethoxy-3-valerylquinoline. This compound was recrystallized from ethanol to give colorless prisms. mp. 156°-157° C. Reactants: BrC1=CC(=C(C=2C3=C(C(NC12)=O)SC=C3)C3=CC(=C(C=C3)C(CNC(OC(C)(C)C)=O)C)F)OC (tert-butyl 2-(4-(6-bromo-8-methoxy-4-oxo-4,5-dihydrothieno[2,3-c]quinolin-9-yl)-2-fluorophenyl)propylcarbamate), CB1OB(OB(O1)C)C (trimethylboroxine). Reagents/catalysts: C1=CC=C(C=C1)P(C2=CC=CC=C2)C3=CC=CC=C3.C1=CC=C(C=C1)P(C2=CC=CC=C2)C3=CC=CC=C3.C1=CC=C(C=C1)P(C2=CC=CC=C2)C3=CC=CC=C3.C1=CC=C(C=C1)P(C2=CC=CC=C2)C3=CC=CC=C3.[Pd] (Pd(pph3)4). Product: FC1=C(C=CC(=C1)C=1C=2C3=C(C(NC2C(=CC1OC)C)=O)SC=C3)C(CNC(OC(C)(C)C)=O)C (tert-Butyl 2-(2-fluoro-4-(8-methoxy-6-methyl-4-oxo-4,5-dihydrothieno[2,3-c]quinolin-9-yl)phenyl)propylcarbamate). Yield: 52.4%. RXN SMILES: Br[C:2]1[C:11]2[NH:10][C:9](=[O:12])[C:8]3[S:13][CH:14]=[CH:15][C:7]=3[C:6]=2[C:5]([C:16]2[CH:21]=[CH:20][C:19]([CH:22]([CH3:32])[CH2:23][NH:24][C:25](=[O:31])[O:26][C:27]([CH3:30])([CH3:29])[CH3:28])=[C:18]([F:33])[CH:17]=2)=[C:4]([O:34][CH3:35])[CH:3]=1.[CH3:36]B1OB(C)OB(C)O1>C1C=CC(P(C2C=CC=CC=2)C2C=CC=CC=2)=CC=1.C1C=CC(P(C2C=CC=CC=2)C2C=CC=CC=2)=CC=1.C1C=CC(P(C2C=CC=CC=2)C2C=CC=CC=2)=CC=1.C1C=CC(P(C2C=CC=CC=2)C2C=CC=CC=2)=CC=1.[Pd]>[F:33][C:18]1[CH:17]=[C:16]([C:5]2[C:6]3[C:7]4[CH:15]=[CH:14][S:13][C:8]=4[C:9](=[O:12])[NH:10][C:11]=3[C:2]([CH3:36])=[CH:3][C:4]=2[O:34][CH3:35])[CH:21]=[CH:20][C:19]=1[CH:22]([CH3:32])[CH2:23][NH:24][C:25](=[O:31])[O:26][C:27]([CH3:29])([CH3:30])[CH3:28] |f:2.3.4.5.6|. Reported procedure: Following General Procedure I, tert-butyl 2-(4-(6-bromo-8-methoxy-4-oxo-4,5-dihydrothieno[2,3-c]quinolin-9-yl)-2-fluorophenyl)propylcarbamate (282 mg, 0.50 mmol) was reacted with trimethylboroxine (170 mg, 1.35 mmol) and Pd(pph3)4 (50 mg, 0.04 mmol) to afford the desired product (130 mg, 52%) as a yellow solid. ESI MS m/z 497 [C27H29FN2O4S+H]+. Reactants: CC1=C(C(=CC=C1)C)NCCCC=1C=NC=CC1 (N-(2,6-dimethylphenyl)-3-pyridine propanamine), O=C1NC(C2=CC=CC=C12)=O.CCC(=O)Cl (2,3-dihydro-1,3-dioxo-1H -isoindole alpha-methylacetyl chloride). The solvent is ClCCl (dichloromethane). Conditions: temperature 0 celsius, time 10 minute. The product is Cl.CC1=C(C(=CC=C1)C)N(C(C(N1C(C2=CC=CC=C2C1=O)=O)C)=O)CCCC=1C=NC=CC1 (rac.-2,3-dihydro-N -(2,6-dimethylphenyl)-alpha-methyl-1,3-dioxo-N-[3-(3-pyridinyl) propyl]-1H-isoindole-2-acetamide-hydrochloride). The yield is 78.4%. RXN SMILES: [CH3:1][C:2]1[CH:7]=[CH:6][CH:5]=[C:4]([CH3:8])[C:3]=1[NH:9][CH2:10][CH2:11][CH2:12][C:13]1[CH:14]=[N:15][CH:16]=[CH:17][CH:18]=1.[O:19]=[C:20]1[C:28]2[C:23](=[CH:24][CH:25]=[CH:26][CH:27]=2)[C:22](=[O:29])[NH:21]1.[CH3:30][CH2:31][C:32]([Cl:34])=[O:33]>ClCCl>[ClH:34].[CH3:8][C:4]1[CH:5]=[CH:6][CH:7]=[C:2]([CH3:1])[C:3]=1[N:9]([CH2:10][CH2:11][CH2:12][C:13]1[CH:14]=[N:15][CH:16]=[CH:17][CH:18]=1)[C:32](=[O:33])[CH:31]([CH3:30])[N:21]1[C:22](=[O:29])[C:23]2[C:28](=[CH:27][CH:26]=[CH:25][CH:24]=2)[C:20]1=[O:19] |f:1.2,4.5|. Procedure details: A solution of 10 g of N-(2,6-dimethylphenyl)-3-pyridine propanamine in dichloromethane was cooled in an ice bath and was treated with 10.4 g of 2,3-dihydro-1,3-dioxo-1H -isoindole-alpha-methylacetyl chloride. The reaction mixture was stirred at 0° C. for 10 minutes and allowed to warm to room temperature overnight. The solvent was evaporated and the residue was crystallized from methanol-ether to give 15.6 g of rac.-2,3-dihydro-N -(2,6-dimethylphenyl)-alpha-methyl-1,3-dioxo-N-[3-(3-pyridinyl) pr... Reactants: O=C([O-])[O-], COCCCCOS(C)(=O)=O, [Cs+], [Cs+], CN(C)C=O, O, CCOC(=O)c1ccc(-c2ccccc2)[nH]1. The product is CCOC(=O)c1ccc(-c2ccccc2)n1CCCCOC. Reaction SMILES: [C:28](=[O:29])([O-:30])[O-:31].[CH3:17][S:18]([O:19][CH2:22][CH2:23][CH2:24][CH2:25][O:26][CH3:27])(=[O:20])=[O:21].[Cs+:32].[Cs+:33].[O:35]=[CH:36][N:37]([CH3:38])[CH3:39].[OH2:34].[c:1]1(-[c:7]2[cH:8][cH:9][c:10]([C:12](=[O:13])[O:14][CH2:15][CH3:16])[nH:11]2)[cH:2][cH:3][cH:4][cH:5][cH:6]1>>[c:1]1(-[c:7]2[cH:8][cH:9][c:10]([C:12](=[O:13])[O:14][CH2:15][CH3:16])[n:11]2[CH2:22][CH2:23][CH2:24][CH2:25][O:26][CH3:27])[cH:2][cH:3][cH:4][cH:5][cH:6]1. The reactants are [H-].[Na+] (sodium hydride), BrCCCCCCBr (1,6-dibromohexane), O1C(NCC1)=O (2-oxazolidinone). Run in CN(C=O)C (dimethylformamide). Reaction SMILES: [H-].[Na+].Br[CH2:4][CH2:5][CH2:6][CH2:7][CH2:8][CH2:9][Br:10].[O:11]1[CH2:15][CH2:14][NH:13][C:12]1=[O:16]>CN(C)C=O>[Br:10][CH2:9][CH2:8][CH2:7][CH2:6][CH2:5][CH2:4][N:13]1[CH2:14][CH2:15][O:11][C:12]1=[O:16] |f:0.1|. Yields the product BrCCCCCCN1C(OCC1)=O (3-(6-Bromohexyl)-2-oxazolidinone). The yield is 7.9%. Reported procedure: By the procedure of Example 1, sodium hydride (3.85 g of 50% dispersion in oil, 0.0804 mole), 1,6-dibromohexane (24.5 ml, 0.16 mole) and 2-oxazolidinone (7.0 g, 0.0804 mole) in dimethylformamide (180 ml total) were reacted and the reaction mixture concentrated to one tenth volume. Hexane (200 ml) was added, salts were removed by filtration, and the heavy, oily layer separated from the filtrate. This heavy layer was chromatographed on silica gel with ethyl acetate as eluant and tlc monitoring. Cl... RXN SMILES: [Cl:1][C:2]1[C:3]([F:12])=[C:4]([CH:8]=[CH:9][C:10]=1[F:11])[C:5](Cl)=[O:6].[Si:13]([O:20][CH2:21][CH2:22][NH:23][CH3:24])([C:16]([CH3:19])([CH3:18])[CH3:17])([CH3:15])[CH3:14].[OH-].[Na+]>C(Cl)Cl>[Si:13]([O:20][CH2:21][CH2:22][N:23]([CH3:24])[C:5](=[O:6])[C:4]1[CH:8]=[CH:9][C:10]([F:11])=[C:2]([Cl:1])[C:3]=1[F:12])([C:16]([CH3:19])([CH3:18])[CH3:17])([CH3:14])[CH3:15] |f:2.3|. Run at time 5 hour. The product is [Si](C)(C)(C(C)(C)C)OCCN(C(C1=C(C(=C(C=C1)F)Cl)F)=O)C (N-(2-{[tert-Butyl(dimethyl)silyl]oxy}ethyl)-3-chloro-2,4-difluoro-N-methylbenzamide). Procedure details: 3-Chloro-2,4-difluorobenzoyl chloride (1.92 g, 9.1 mmol) was added slowly to a stirred solution of (2-{[tert-butyl(dimethyl)silyl]oxy}ethyl)methylamine (1.89 g, 10.0 mmol) in a 1:1 mixture of 10% sodium hydroxide solution and DCM at 0° C. The reaction mixture was then allowed to warm up to RT and left to stir for 5 hours. The phases were separated and the aqueous phase was extracted with DCM (3×50 mL). The combined extracts were dried (MgSO4), filtered and evaporated to give a pale yellow oil. P... Run in C(Cl)Cl (DCM). Yield: 68.2%. The reactants are ClC=1C(=C(C(=O)Cl)C=CC1F)F (3-Chloro-2,4-difluorobenzoyl chloride), [Si](C)(C)(C(C)(C)C)OCCNC ((2-{[tert-butyl(dimethyl)silyl]oxy}ethyl)methylamine), [OH-].[Na+] (sodium hydroxide). The reactants are COC(=O)CBr, CC(C)(C)OC(=O)NC1CNc2ccccc2NC1=O, C1CCOC1, C[Si](C)(C)[N-][Si](C)(C)C, CCOC(C)=O, [Li+]. Yields the product COC(=O)CN1C(=O)C(NC(=O)OC(C)(C)C)CNc2ccccc21. Reaction SMILES: [Br:31][CH2:32][C:33](=[O:34])[O:35][CH3:36].[C:11]([CH3:12])([CH3:13])([CH3:14])[O:15][C:16](=[O:17])[NH:18][CH:19]1[CH2:20][NH:21][c:22]2[c:23]([cH:27][cH:28][cH:29][cH:30]2)[NH:24][C:25]1=[O:26].[CH2:37]1[O:38][CH2:39][CH2:40][CH2:41]1.[CH3:1][Si:2]([N-:3][Si:4]([CH3:5])([CH3:6])[CH3:7])([CH3:8])[CH3:9].[CH3:42][CH2:43][O:44][C:45](=[O:46])[CH3:47].[Li+:10]>>[C:11]([CH3:12])([CH3:13])([CH3:14])[O:15][C:16](=[O:17])[NH:18][CH:19]1[CH2:20][NH:21][c:22]2[c:23]([cH:27][cH:28][cH:29][cH:30]2)[N:24]([CH2:32][C:33](=[O:34])[O:35][CH3:36])[C:25]1=[O:26]. Reactants: N#Cc1cc(C(=O)c2ccc([N+](=O)[O-])cc2)n2c1ccc1ccccc12, CCO, CCOC(C)=O. Yields the product N#Cc1cc(C(=O)c2ccc(N)cc2)n2c1ccc1ccccc12. Reaction SMILES: [C:1](#[N:2])[c:3]1[cH:4][c:5]([C:16]([c:17]2[cH:18][cH:19][c:20]([N+:23]([O-:24])=[O:25])[cH:21][cH:22]2)=[O:26])[n:6]2[c:7]1[cH:8][cH:9][c:10]1[cH:11][cH:12][cH:13][cH:14][c:15]21.[CH3:27][CH2:28][OH:29].[CH3:30][CH2:31][O:32][C:33](=[O:34])[CH3:35]>>[C:1](#[N:2])[c:3]1[cH:4][c:5]([C:16]([c:17]2[cH:18][cH:19][c:20]([NH2:23])[cH:21][cH:22]2)=[O:26])[n:6]2[c:7]1[cH:8][cH:9][c:10]1[cH:11][cH:12][cH:13][cH:14][c:15]21. Starting materials: NC1=CC=CC=C1 (aniline), OC1=CC=C(C=C1)C(C)(C)C1=CC=C(C=C1)O (bisphenol-A), C=O (formaldehyde), solution. The solvent is O1CCOCC1 (1,4-dioxane), O1CCOCC1 (1,4-dioxane), C(C)OCC (ethyl ether). The product is O1NCCC2=C1C=CC=C2.OC2=CC=C(C=C2)C(C)(C)C2=CC=C(C=C2)O (bisphenol-A dihydrobenzoxazine). RXN SMILES: [OH:1][C:2]1[CH:7]=[CH:6][C:5]([C:8]([C:11]2[CH:16]=[CH:15][C:14]([OH:17])=[CH:13][CH:12]=2)([CH3:10])[CH3:9])=[CH:4][CH:3]=1.[CH2:18]=[O:19].[NH2:20]C1C=CC=CC=1>O1CCOCC1.C(OCC)C>[O:19]1[C:18]2[CH:2]=[CH:3][CH:4]=[CH:5][C:8]=2[CH2:11][CH2:16][NH:20]1.[OH:1][C:2]1[CH:3]=[CH:4][C:5]([C:8]([C:11]2[CH:12]=[CH:13][C:14]([OH:17])=[CH:15][CH:16]=2)([CH3:10])[CH3:9])=[CH:6][CH:7]=1 |f:5.6|. Procedure: 34.2 g (0.15 mole) of bisphenol-A and 48.6 g (0.6 mole) of aqueous formaldehyde (37%) were added into a 4-neck reactor equipped with a stirrer, temperature controller, and condenser, and then 100 ml of 1,4-dioxane was added as a solvent. The mixture was stirred at room temperature, and to the resulting solution 27.9 g aniline in 30 ml 1,4-dioxane was dripped at a rate of one drop per second while stirring. Upon completion of the dripping the solution was heated and reacted under refluxing for 10... The reactants are CCCCCCCCCC(=O)Nc1ccc(S(=O)(=O)Cl)cc1, Cl, CCOC(=O)c1nnc(N)s1, c1ccncc1. Yields the product CCCCCCCCCC(=O)Nc1ccc(S(=O)(=O)Nc2nnc(C(=O)OCC)s2)cc1. Reaction SMILES: [C:1]([CH2:2][CH2:3][CH2:4][CH2:5][CH2:6][CH2:7][CH2:8][CH2:9][CH3:10])(=[O:11])[NH:12][c:13]1[cH:14][cH:15][c:16]([S:19](=[O:20])(=[O:21])[Cl:22])[cH:17][cH:18]1.[ClH:34].[NH2:23][c:24]1[n:25][n:26][c:27]([C:29](=[O:30])[O:31][CH2:32][CH3:33])[s:28]1.[cH:35]1[cH:36][cH:37][n:38][cH:39][cH:40]1>>[C:1]([CH2:2][CH2:3][CH2:4][CH2:5][CH2:6][CH2:7][CH2:8][CH2:9][CH3:10])(=[O:11])[NH:12][c:13]1[cH:14][cH:15][c:16]([S:19](=[O:20])(=[O:21])[NH:23][c:24]2[n:25][n:26][c:27]([C:29](=[O:30])[O:31][CH2:32][CH3:33])[s:28]2)[cH:17][cH:18]1.